This data is from the Open Reaction Database (ORD), a public repository of structured organic reaction records. The task is: describe an organic reaction: reactants, conditions, products, and yield The reactants are C(C)(=O)C(CCCC1=CC=CC=C1)C1=NC(=C2C(NC(=NN21)CC=2C=CC(=C(CS(=O)(=O)NC)C2)C)=O)C (5-{[7-(1-acetyl-4-phenylbutyl)-5-methyl-4-oxo-3,4-dihydro-imidazo[5,1-f][1,2,4]triazin-2-yl]methyl}-N,2-dimethylbenzylsulphonamide), [BH4-].[Na+] (sodium borohydride). Product: OC(C)C(CCCC1=CC=CC=C1)C1=NC(=C2C(NC(=NN21)CC=2C=CC(=C(CS(=O)(=O)NC)C2)C)=O)C (5-({7-[1-(1-hydroxyethyl)-4-phenylbutyl]-5-methyl-4-oxo-3,4-dihydroimidazo[5,1-f][1,2,4]triazin-2-yl}methyl)-N,2-dimethylbenzylsulphonamide). As a reaction SMILES: [C:1]([CH:4]([C:14]1[N:22]2[C:17]([C:18](=[O:37])[NH:19][C:20]([CH2:23][C:24]3[CH:25]=[CH:26][C:27]([CH3:36])=[C:28]([CH:35]=3)[CH2:29][S:30]([NH:33][CH3:34])(=[O:32])=[O:31])=[N:21]2)=[C:16]([CH3:38])[N:15]=1)[CH2:5][CH2:6][CH2:7][C:8]1[CH:13]=[CH:12][CH:11]=[CH:10][CH:9]=1)(=[O:3])[CH3:2].[BH4-].[Na+]>>[OH:3][CH:1]([CH:4]([C:14]1[N:22]2[C:17]([C:18](=[O:37])[NH:19][C:20]([CH2:23][C:24]3[CH:25]=[CH:26][C:27]([CH3:36])=[C:28]([CH:35]=3)[CH2:29][S:30]([NH:33][CH3:34])(=[O:32])=[O:31])=[N:21]2)=[C:16]([CH3:38])[N:15]=1)[CH2:5][CH2:6][CH2:7][C:8]1[CH:9]=[CH:10][CH:11]=[CH:12][CH:13]=1)[CH3:2] |f:1.2|. Procedure details: 100 mg (0.19 mmol) of 5-{[7-(1-acetyl-4-phenylbutyl)-5-methyl-4-oxo-3,4-dihydro-imidazo[5,1-f][1,2,4]triazin-2-yl]methyl}-N,2-dimethylbenzylsulphonamide are reacted analogously to Example 12 with 7.2 mg (0.19 mmol) of sodium borohydride to give 5-({7-[1-(1-hydroxyethyl)-4-phenylbutyl]-5-methyl-4-oxo-3,4-dihydroimidazo[5,1-f][1,2,4]triazin-2-yl}methyl)-N,2-dimethylbenzylsulphonamide. The reactants are COc1ccc(N)cc1, CCOCCO, O=[N+]([O-])c1cccnc1Cl, Cl, O. Product: COc1ccc(Nc2ncccc2[N+](=O)[O-])cc1. As a reaction SMILES: [CH3:12][O:13][c:14]1[cH:15][cH:16][c:17]([NH2:18])[cH:19][cH:20]1.[CH3:22][CH2:23][O:24][CH2:25][CH2:26][OH:27].[Cl:1][c:2]1[n:3][cH:4][cH:5][cH:6][c:7]1[N+:8](=[O:9])[O-:10].[ClH:21].[OH2:11]>>[c:2]1([NH:18][c:17]2[cH:16][cH:15][c:14]([O:13][CH3:12])[cH:20][cH:19]2)[n:3][cH:4][cH:5][cH:6][c:7]1[N+:8](=[O:9])[O-:10]. Reactants: CC(C)(C)OC(=O)NC(COc1ccc(F)cc1)C(=O)O, Oc1ccc(F)cc1, Oc1ccccc1. Product: CC(C)(C)OC(=O)NC(COc1ccccc1)C(=O)O. As a reaction SMILES: [C:1]([CH3:2])([CH3:3])([CH3:4])[O:5][C:6](=[O:7])[NH:8][CH:9]([C:10](=[O:11])[OH:12])[CH2:13][O:14][c:15]1[cH:16][cH:17][c:18]([F:21])[cH:19][cH:20]1.[F:29][c:30]1[cH:31][cH:32][c:33]([OH:34])[cH:35][cH:36]1.[OH:22][c:23]1[cH:24][cH:25][cH:26][cH:27][cH:28]1>>[C:1]([CH3:2])([CH3:3])([CH3:4])[O:5][C:6](=[O:7])[NH:8][CH:9]([C:10](=[O:11])[OH:12])[CH2:13][O:14][c:15]1[cH:16][cH:17][cH:18][cH:19][cH:20]1. Starting materials: COC(C(CCC1N(CCC1)C)C1=CC=C(C=C1)\C=C\C(NC1=C(C=CC=C1)NC(=O)OC(C)(C)C)=O)=O ((E)-2-{4-[2-(2-tert-butoxycarbonylamino-phenylcarbamoyl)-vinyl]-phenyl}-4-(1-methyl-pyrrolidin-2-yl)-butyric acid methyl ester), [Li+].[OH-] (LiOH), Cl (HCl). The solvent is CO.O (MeOH H2O). Run at time 5 hour. Product: C(C)(C)(C)OC(=O)NC1=C(C=CC=C1)NC(=O)/C=C/C1=CC=C(C=C1)C(C(=O)O)CCC1N(CCC1)C ((E)-2-{4-[2-(2-tert-Butoxycarbonylamino-phenylcarbamoyl)-vinyl]phenyl}-4-(1-methyl-pyrrolidin-2-yl)-butyric acid). RXN SMILES: C[O:2][C:3](=[O:38])[CH:4]([C:13]1[CH:18]=[CH:17][C:16](/[CH:19]=[CH:20]/[C:21](=[O:37])[NH:22][C:23]2[CH:28]=[CH:27][CH:26]=[CH:25][C:24]=2[NH:29][C:30]([O:32][C:33]([CH3:36])([CH3:35])[CH3:34])=[O:31])=[CH:15][CH:14]=1)[CH2:5][CH2:6][CH:7]1[CH2:11][CH2:10][CH2:9][N:8]1[CH3:12].[Li+].[OH-].Cl>CO.O>[C:33]([O:32][C:30]([NH:29][C:24]1[CH:25]=[CH:26][CH:27]=[CH:28][C:23]=1[NH:22][C:21](/[CH:20]=[CH:19]/[C:16]1[CH:15]=[CH:14][C:13]([CH:4]([CH2:5][CH2:6][CH:7]2[CH2:11][CH2:10][CH2:9][N:8]2[CH3:12])[C:3]([OH:38])=[O:2])=[CH:18][CH:17]=1)=[O:37])=[O:31])([CH3:36])([CH3:35])[CH3:34] |f:1.2,4.5|. Reported procedure: To a solution of (E)-2-{4-[2-(2-tert-butoxycarbonylamino-phenylcarbamoyl)-vinyl]-phenyl}-4-(1-methyl-pyrrolidin-2-yl)-butyric acid methyl ester (52.1 mg, 10 mmol) in MeOH/H2O (4:1) (2 mL), LiOH (24 mg, 100 mmol.) was added. After the solution was stirred at room temperature for 5 h, the solution was neutralized with 2N HCl to pH 5-6. The mixture was evaporated to dryness under reduced pressure, then EtOAc (10 mL) was added. The organic layer was washed with brine, dried with Na2SO4, filtered, an... Reactants: BrC=1C=NC=CC1 (3-bromopyridine), N1CC(C1)C(=O)NC1=CC=C(C=C1)C1CCN(CC1)C(=O)OC(C)(C)C (tert-butyl 4-(4-(azetidine-3-carboxamido)phenyl)piperidine-1-carboxylate), N1CC(C1)C(=O)NC1=CC=C(OC2CCN(CC2)C(=O)OC(C)(C)C)C=C1 (tert-butyl 4-(4-(azetidine-3-carboxamido)phenoxy)piperidine-1-carboxylate). Yields the product CC1=CC=C(C=N1)N1CC(C1)C(=O)NC1=CC=C(C=C1)C1CCN(CC1)C(=O)OC(C)(C)C (tert-butyl 4-(4-(1-(6-methylpyridin-3-yl)azetidine-3-carboxamido)phenyl)piperidine-1-carboxylate). As a reaction SMILES: Br[C:2]1[CH:3]=[N:4][CH:5]=[CH:6][CH:7]=1.[NH:8]1[CH2:11][CH:10]([C:12]([NH:14][C:15]2[CH:20]=[CH:19][C:18]([CH:21]3[CH2:26][CH2:25][N:24]([C:27]([O:29][C:30]([CH3:33])([CH3:32])[CH3:31])=[O:28])[CH2:23][CH2:22]3)=[CH:17][CH:16]=2)=[O:13])[CH2:9]1.N1CC(C(NC2C=CC(OC3CCN(C(OC(C)(C)C)=O)CC3)=CC=2)=O)[CH2:35]1>>[CH3:35][C:5]1[N:4]=[CH:3][C:2]([N:8]2[CH2:11][CH:10]([C:12]([NH:14][C:15]3[CH:20]=[CH:19][C:18]([CH:21]4[CH2:22][CH2:23][N:24]([C:27]([O:29][C:30]([CH3:33])([CH3:32])[CH3:31])=[O:28])[CH2:25][CH2:26]4)=[CH:17][CH:16]=3)=[O:13])[CH2:9]2)=[CH:7][CH:6]=1. Reported procedure: The title compound was prepared as described in Example 1C, substituting 5-bromo-2-methylpyridine for 3-bromopyridine and tert-butyl 4-(4-(azetidine-3-carboxamido)phenyl)piperidine-1-carboxylate for tert-butyl 4-(4-(azetidine-3-carboxamido)phenoxy)piperidine-1-carboxylate. Starting materials: [BH4-], CC(=O)c1cnccn1, CC(C)(C)OC(=O)NCCCCN, CO, [Na+]. Yields the product CC(NCCCCNC(=O)OC(C)(C)C)c1cnccn1. As a reaction SMILES: [BH4-:23].[C:14]([CH3:15])(=[O:16])[c:17]1[n:18][cH:19][cH:20][n:21][cH:22]1.[C:1]([CH3:2])([CH3:3])([CH3:4])[O:5][C:6]([NH:7][CH2:8][CH2:9][CH2:10][CH2:11][NH2:12])=[O:13].[CH3:25][OH:26].[Na+:24]>>[C:1]([CH3:2])([CH3:3])([CH3:4])[O:5][C:6]([NH:7][CH2:8][CH2:9][CH2:10][CH2:11][NH:12][CH:14]([CH3:15])[c:17]1[n:18][cH:19][cH:20][n:21][cH:22]1)=[O:13]. Starting materials: COC(C(=O)NCc1ccc(C#N)cc1)c1c(F)cc(Br)cc1F, COCCOC, CCO, [Na+], [Na+], O=C([O-])[O-], O, OB(O)c1ccccc1, [Pd], c1ccc(P(c2ccccc2)c2ccccc2)cc1, c1ccc(P(c2ccccc2)c2ccccc2)cc1, c1ccc(P(c2ccccc2)c2ccccc2)cc1, c1ccc(P(c2ccccc2)c2ccccc2)cc1. Product: COC(C(=O)NCc1ccc(C#N)cc1)c1c(F)cc(-c2ccccc2)cc1F. Reaction SMILES: [Br:1][c:2]1[cH:3][c:4]([F:24])[c:5]([CH:9]([C:10](=[O:11])[NH:12][CH2:13][c:14]2[cH:15][cH:16][c:17]([C:20]#[N:21])[cH:18][cH:19]2)[O:22][CH3:23])[c:6]([F:8])[cH:7]1.[CH3:40][O:41][CH2:42][CH2:43][O:44][CH3:45].[CH3:46][CH2:47][OH:48].[Na+:34].[Na+:35].[O-:36][C:37](=[O:38])[O-:39].[OH2:49].[OH:25][B:26]([OH:27])[c:28]1[cH:29][cH:30][cH:31][cH:32][cH:33]1.[Pd:50].[c:108]1([P:109]([c:110]2[cH:111][cH:112][cH:113][cH:114][cH:115]2)[c:116]2[cH:117][cH:118][cH:119][cH:120][cH:121]2)[cH:122][cH:123][cH:124][cH:125][cH:126]1.[c:51]1([P:52]([c:53]2[cH:54][cH:55][cH:56][cH:57][cH:58]2)[c:59]2[cH:60][cH:61][cH:62][cH:63][cH:64]2)[cH:65][cH:66][cH:67][cH:68][cH:69]1.[c:70]1([P:71]([c:72]2[cH:73][cH:74][cH:75][cH:76][cH:77]2)[c:78]2[cH:79][cH:80][cH:81][cH:82][cH:83]2)[cH:84][cH:85][cH:86][cH:87][cH:88]1.[c:89]1([P:90]([c:91]2[cH:92][cH:93][cH:94][cH:95][cH:96]2)[c:97]2[cH:98][cH:99][cH:100][cH:101][cH:102]2)[cH:103][cH:104][cH:105][cH:106][cH:107]1>>[c:2]1(-[c:28]2[cH:29][cH:30][cH:31][cH:32][cH:33]2)[cH:3][c:4]([F:24])[c:5]([CH:9]([C:10](=[O:11])[NH:12][CH2:13][c:14]2[cH:15][cH:16][c:17]([C:20]#[N:21])[cH:18][cH:19]2)[O:22][CH3:23])[c:6]([F:8])[cH:7]1. Reactants: C=C1[C@H](C[C@H](OC)O[C@H]1C)NC(C(F)(F)F)=O (methyl 2,3,4,6-tetradeoxy-4-C-methylene-3-trifluoroacetamido-α-L-threo-hexopyranoside), C[C@@H]1[C@H](C[C@H](OC)O[C@H]1C)NC(C(F)(F)F)=O (methyl 2,3,4,6-tetradeoxy-4-C-methyl-3-trifluoroacetamido-α-L-arabino-hexopyranoside), C(Cl)(Cl)Cl (CHCl3), C[C@@H]1[C@H](C[C@H](OC)O[C@H]1C)NC(C(F)(F)F)=O (methyl 2,3,4,6-tetradeoxy-4-C-methyl-3-trifluoroacetamido-α-L-arabino-hexopyranoside). The reagents and catalysts are [Pd] (palladium on charcoal). Run in CO (methanol), C(C)(=O)O (acetic acid), O (water). The product is C[C@@H]1[C@H](C[C@H](O)O[C@H]1C)NC(C(F)(F)F)=O (2,3,4,6-tetradeoxy-4-C-methyl-3-trifluoroacetamido-α-L-arabino-hexopyranose). RXN SMILES: [CH2:1]=[C:2]1[C@H:9]([CH3:10])[O:8][C@@H:5]([O:6]C)[CH2:4][C@@H:3]1[NH:11][C:12](=[O:17])[C:13]([F:16])([F:15])[F:14].C[C@H]1[C@H](C)O[C@@H](OC)C[C@@H]1NC(=O)C(F)(F)F.C(Cl)(Cl)Cl>CO.[Pd].C(O)(=O)C.O>[CH3:1][C@H:2]1[C@H:9]([CH3:10])[O:8][C@@H:5]([OH:6])[CH2:4][C@@H:3]1[NH:11][C:12](=[O:17])[C:13]([F:16])([F:15])[F:14]. Procedure: Stereoselective reduction of 0.5 g of the intermediate VIII (prepared as described in Example 1) in 40 ml of methanol in the presence of 0.5 g of 20% palladium on charcoal under a pressure of 20 atmospheres gave, in quantitative yield, methyl 2,3,4,6-tetradeoxy-4-C-methyl-3-trifluoroacetamido-L-arabino-hexopyranoside (XI) as a white solid: m.p. 132°-134° C., [α]D23° -82° (c=0.5, CHCl3). The PMR spectrum (CDCl3) showed absorptions at: 0.90 (d, CH3 --C--4), 1.23 (d, CH3 --C--5), 1.26 (m, H--C--4),... Isolated yield 99.5%. Reported procedure: Ethyl isothiocyanatoformate (5 g, 38.2 mmol) was dissolved in THF (50 mL) and cooled to 0° C. Morpholine (3.99 mL, 45.8 mmol) was added dropwise over 2 min. The reaction mixture was stirred for 3 h. The solvent was evaporated to give (morpholin-4-yl-carbothioyl)carbamic acid ethyl ester (8.3 g, 38 mmol) as a white solid. The reactants are N(=C=S)C(=O)OCC (Ethyl isothiocyanatoformate), N1CCOCC1 (Morpholine). Solvent: C1CCOC1 (THF). Conditions: temperature 0 celsius, time 3 hour. Product: C(C)OC(NC(=S)N1CCOCC1)=O ((morpholin-4-yl-carbothioyl)carbamic acid ethyl ester). RXN SMILES: [N:1]([C:4]([O:6][CH2:7][CH3:8])=[O:5])=[C:2]=[S:3].[NH:9]1[CH2:14][CH2:13][O:12][CH2:11][CH2:10]1>C1COCC1>[CH2:7]([O:6][C:4](=[O:5])[NH:1][C:2]([N:9]1[CH2:14][CH2:13][O:12][CH2:11][CH2:10]1)=[S:3])[CH3:8]. Product: COc1ccc2cc(C(C)C(=O)ON3C(=O)c4ccccc4C3=O)ccc2c1. The reactants are COc1ccc2cc(C(C)C(=O)O)ccc2c1, CCN=C=NCCCN(C)C, CN(C)c1ccncc1, ClCCl, Cl, CN(C)C=O, O=C1c2ccccc2C(=O)N1O. RXN SMILES: [CH3:13][O:14][c:15]1[cH:16][c:17]2[cH:18][cH:19][c:20]([CH:25]([C:26](=[O:27])[OH:28])[CH3:29])[cH:21][c:22]2[cH:23][cH:24]1.[CH3:31][N:32]([CH3:33])[CH2:34][CH2:35][CH2:36][N:37]=[C:38]=[N:39][CH2:40][CH3:41].[CH3:42][N:43]([c:44]1[cH:45][cH:46][n:47][cH:48][cH:49]1)[CH3:50].[Cl:51][CH2:52][Cl:53].[ClH:30].[O:54]=[CH:55][N:56]([CH3:57])[CH3:58].[OH:1][N:2]1[C:3](=[O:12])[c:4]2[c:5]([cH:8][cH:9][cH:10][cH:11]2)[C:6]1=[O:7]>>[O:1]([N:2]1[C:3](=[O:12])[c:4]2[c:5]([cH:8][cH:9][cH:10][cH:11]2)[C:6]1=[O:7])[C:26]([CH:25]([c:20]1[cH:19][cH:18][c:17]2[cH:16][c:15]([O:14][CH3:13])[cH:24][cH:23][c:22]2[cH:21]1)[CH3:29])=[O:27].